This data is from the Open Reaction Database (ORD), a public repository of structured organic reaction records. The task is: describe an organic reaction: reactants, conditions, products, and yield The reactants are ( 24 ), NCCCO (3-amino-1-propanol), [C-]#N.[Na+] (sodium cyanide), FC1=CC=C(C=O)C=C1 (4-fluorobenzaldehyde), O (water). Solvent: CO (methanol), Cl (hydrochloric acid). Yields the product FC1=CC=C(C=C1)C(C#N)NCCCO (4-Fluoro-α-[(3-hydroxypropyl)amino]benzeneacetonitrile). Reaction SMILES: [NH2:1][CH2:2][CH2:3][CH2:4][OH:5].[C-:6]#[N:7].[Na+].[F:9][C:10]1[CH:17]=[CH:16][C:13]([CH:14]=O)=[CH:12][CH:11]=1.O>Cl.CO>[F:9][C:10]1[CH:17]=[CH:16][C:13]([CH:14]([NH:1][CH2:2][CH2:3][CH2:4][OH:5])[C:6]#[N:7])=[CH:12][CH:11]=1 |f:1.2|. Reported procedure: to a cold solution (0° C.) of 30.2 g. of 3-amino-1-propanol dissolved in 161.2 ml of 2.5 N hydrochloric acid, add 19.8 g of sodium cyanide followed by a solution of 50.0 g of 4-fluorobenzaldehyde in 160 ml of methanol. Stir the reaction mixture at room temperature (20° C.) for twenty four (24) hours, then treat with 500 ml of water and extract with ethyl ether. Dry the ether extract over sodium sulfate and concentrate to an oily residue which subsequently crystallizes. Recrystallize from isoprop... Starting materials: BrC1=C(C=C(C=C1C)C=1N=NN(N1)C(CO)(C)C)C (2-(5-(4-bromo-3,5-dimethylphenyl)-2H-tetrazol-2-yl)-2-methylpropan-1-ol), FC=1C=CC(=C2CC[C@H](C12)OC1=CC2=C([C@@H](CO2)CC(=O)OC)C=C1)B1OC(C(O1)(C)C)(C)C (methyl 2-((S)-6-((R)-7-fluoro-4-(4,4,5,5-tetramethyl-1,3,2-dioxaborolan-2-yl)-2,3-dihydro-1H-inden-1-yloxy)-2,3-dihydrobenzofuran-3-yl)acetate), BrC1=C2CC[C@H](C2=C(C=C1)F)OC1=CC2=C([C@@H](CO2)CC(=O)OC)C=C1 (Methyl 2-((S)-6-((R)-4-bromo-7-fluoro-2,3-dihydro-1H-inden-1-yloxy)-2,3-dihydrobenzofuran-3-yl)acetate). The product is FC=1C=CC(=C2CC[C@H](C12)OC1=CC2=C([C@@H](CO2)CC(=O)OC)C=C1)C1=C(C=C(C=C1C)C=1N=NN(N1)C(CO)(C)C)C (Methyl 2-((S)-6-((R)-7-fluoro-4-(4-(2-(1-hydroxy-2-methylpropan-2-yl)-2H-tetrazol-5-yl)-2,6-dimethylphenyl)-2,3-dihydro-1H-inden-1-yloxy)-2,3-dihydrobenzofuran-3-yl)acetate). Reaction SMILES: Br[C:2]1[C:7]([CH3:8])=[CH:6][C:5]([C:9]2[N:10]=[N:11][N:12]([C:14]([CH3:18])([CH3:17])[CH2:15][OH:16])[N:13]=2)=[CH:4][C:3]=1[CH3:19].[F:20][C:21]1[CH:22]=[CH:23][C:24](B2OC(C)(C)C(C)(C)O2)=[C:25]2[C:29]=1[C@H:28]([O:30][C:31]1[CH:44]=[CH:43][C:34]3[C@H:35]([CH2:38][C:39]([O:41][CH3:42])=[O:40])[CH2:36][O:37][C:33]=3[CH:32]=1)[CH2:27][CH2:26]2.BrC1C=CC(F)=C2C=1CC[C@H]2OC1C=CC2[C@H](CC(OC)=O)COC=2C=1>>[F:20][C:21]1[CH:22]=[CH:23][C:24]([C:2]2[C:7]([CH3:8])=[CH:6][C:5]([C:9]3[N:10]=[N:11][N:12]([C:14]([CH3:18])([CH3:17])[CH2:15][OH:16])[N:13]=3)=[CH:4][C:3]=2[CH3:19])=[C:25]2[C:29]=1[C@H:28]([O:30][C:31]1[CH:44]=[CH:43][C:34]3[C@H:35]([CH2:38][C:39]([O:41][CH3:42])=[O:40])[CH2:36][O:37][C:33]=3[CH:32]=1)[CH2:27][CH2:26]2. Procedure: The title compound is prepared from 2-(5-(4-bromo-3,5-dimethylphenyl)-2H-tetrazol-2-yl)-2-methylpropan-1-ol and methyl 2-((S)-6-((R)-7-fluoro-4-(4,4,5,5-tetramethyl-1,3,2-dioxaborolan-2-yl)-2,3-dihydro-1H-inden-1-yloxy)-2,3-dihydrobenzofuran-3-yl)acetate following a procedure analogous to that described in Step 5 of Intermediate 1. LC (method 15): tR=1.25 min; Mass spectrum (ESI+): m/z=587 [M+H]+. The reactants are O=C([O-])O, C1CCOC1, CNc1cc(-n2cc(-c3ccc(C(=O)[O-])cc3)c3ccc(-c4ccc(OC)cc4)cc32)ncn1, CCN(C(C)C)C(C)C, [Na+], NCCN1CCOCC1. The product is CNc1cc(-n2cc(-c3ccc(C(=O)NCCN4CCOCC4)cc3)c3ccc(-c4ccc(OC)cc4)cc32)ncn1. As a reaction SMILES: [C:53](=[O:54])([OH:55])[O-:56].[CH2:58]1[O:59][CH2:60][CH2:61][CH2:62]1.[CH3:1][O:2][c:3]1[cH:4][cH:5][c:6](-[c:9]2[cH:10][cH:11][c:12]3[c:13](-[c:26]4[cH:27][cH:28][c:29]([C:30](=[O:31])[O-:32])[cH:33][cH:34]4)[cH:14][n:15](-[c:18]4[n:19][cH:20][n:21][c:22]([NH:24][CH3:25])[cH:23]4)[c:16]3[cH:17]2)[cH:7][cH:8]1.[CH:44]([N:45]([CH:46]([CH3:47])[CH3:48])[CH2:49][CH3:50])([CH3:51])[CH3:52].[Na+:57].[O:35]1[CH2:36][CH2:37][N:38]([CH2:41][CH2:42][NH2:43])[CH2:39][CH2:40]1>>[CH3:1][O:2][c:3]1[cH:4][cH:5][c:6](-[c:9]2[cH:10][cH:11][c:12]3[c:13](-[c:26]4[cH:27][cH:28][c:29]([C:30](=[O:32])[NH:43][CH2:42][CH2:41][N:38]5[CH2:37][CH2:36][O:35][CH2:40][CH2:39]5)[cH:33][cH:34]4)[cH:14][n:15](-[c:18]4[n:19][cH:20][n:21][c:22]([NH:24][CH3:25])[cH:23]4)[c:16]3[cH:17]2)[cH:7][cH:8]1. Reactants: [Sb](F)(F)(F)(F)F (antimony pentafluoride), FC(=O)OC1=C(C=CC=C1C)C (2,6-dimethylphenyl fluoroformate). Run at temperature 200 celsius. Product: CC1=C(C(=CC=C1)C)F (2,6-Dimethylfluorobenzene). Yield: 40.0%. Reaction SMILES: [Sb](F)(F)(F)(F)[F:2].FC(O[C:11]1[C:16]([CH3:17])=[CH:15][CH:14]=[CH:13][C:12]=1[CH3:18])=O>>[CH3:18][C:12]1[CH:13]=[CH:14][CH:15]=[C:16]([CH3:17])[C:11]=1[F:2]. Reported procedure: 3.9 g of antimony pentafluoride were added to 100 g of 2,6-dimethylphenyl fluoroformate and the mixture was heated at 200° C. for 5 hours at normal pressure. The reaction mixture was then cooled and worked up as described in Example 1. 2,6-Dimethylfluorobenzene was obtained in a yield of 40%. As a reaction SMILES: [N-:1]=[N+:2]=[N-:3].[Na+].[Cl:5][C:6]1[CH:11]=[CH:10][C:9]([C:12]([N:17]2[C:25]3[C:20](=[C:21]([NH:26][S:27]([CH3:30])(=[O:29])=[O:28])[CH:22]=[CH:23][CH:24]=3)[CH:19]=[CH:18]2)([C:15]#[N:16])[CH2:13][CH3:14])=[CH:8][CH:7]=1.[Cl-].[NH4+]>CN(C=O)C>[Cl:5][C:6]1[CH:11]=[CH:10][C:9]([C:12]([N:17]2[C:25]3[C:20](=[C:21]([NH:26][S:27]([CH3:30])(=[O:28])=[O:29])[CH:22]=[CH:23][CH:24]=3)[CH:19]=[CH:18]2)([C:15]2[N:1]=[N:2][NH:3][N:16]=2)[CH2:13][CH3:14])=[CH:8][CH:7]=1 |f:0.1,3.4|. Starting materials: [N-]=[N+]=[N-].[Na+] (Sodium azide), ClC1=CC=C(C=C1)C(CC)(C#N)N1C=CC2=C(C=CC=C12)NS(=O)(=O)C (N-(1-(1-(4-chlorophenyl)-1-cyanopropyl)-1H-indol-4-yl)methanesulfonamide), [Cl-].[NH4+] (ammonium chloride). The product is ClC1=CC=C(C=C1)C(CC)(C=1N=NNN1)N1C=CC2=C(C=CC=C12)NS(=O)(=O)C (N-(1-(1-(4-chlorophenyl)-1-(2H-tetrazol-5-yl)propyl)-1H-indol-4-yl)methane sulfonamide). The solvent is CN(C)C=O (DMF). Reaction conditions: temperature 130 celsius. Procedure details: Sodium azide (117.6m g, 1.809 mmol) was added to a stirred solution of N-(1-(1-(4-chlorophenyl)-1-cyanopropyl)-1H-indol-4-yl)methanesulfonamide (100 mg, 0.258 mmol) and ammonium chloride (110.6 g, 2.067 mmol) in DMF (2 mL) was heated at 130° C. for 3 h in microwave reactor. The reaction was quenched with water, and extracted with ethyl acetate (100 mL). The organic layer was washed with brine, dried over sodium sulfate, filtered and evaporated. The residue was purified by silica gel chromatograp...